The task is: describe an organic reaction: reactants, conditions, products, and yield. This data is from the Open Reaction Database (ORD), a public repository of structured organic reaction records. Procedure details: To a suspension of 3-((4-(4-fluoro-2-methoxyphenyl)pyridin-3-yl)(methyl)carbamoyl)-5-(trifluoromethyl)phenylboronic acid (0.1 g, 223 μmol, example 235, intermediate) in 2-propanol (1.0 mL) were added tert-butyl 3-iodoazetidine-1-carboxylate (63.2 mg, 223 μmol), (1R,2R)-2-aminocyclohexanol hydrochloride (2.03 mg, 13.4 μmol, CAS RN 13374-31-7), nickel(II) iodide (4.18 mg, 13.4 μmol) and sodium hexamethyldisilazan (40.9 mg, 223 μmol) and the suspension was heated in a microwave oven at 80° C. for 5... Reaction SMILES: [F:1][C:2]1[CH:7]=[CH:6][C:5]([C:8]2[CH:13]=[CH:12][N:11]=[CH:10][C:9]=2[N:14]([CH3:31])[C:15](=[O:30])[C:16]2[CH:21]=[C:20]([C:22]([F:25])([F:24])[F:23])[CH:19]=[C:18](C3COC3)[CH:17]=2)=[C:4]([O:32][CH3:33])[CH:3]=1.I[CH:35]1[CH2:38][N:37]([C:39]([O:41][C:42]([CH3:45])([CH3:44])[CH3:43])=[O:40])[CH2:36]1.Cl.N[C@@H]1CCCC[C@H]1O.C[Si](C)(C)N[Si](C)(C)C.[Na].[NH4+].[Cl-]>CC(O)C.[Ni](I)I.CCOC(C)=O>[C:42]([O:41][C:39]([N:37]1[CH2:38][CH:35]([C:18]2[CH:19]=[C:20]([C:22]([F:25])([F:24])[F:23])[CH:21]=[C:16]([C:15](=[O:30])[N:14]([C:9]3[CH:10]=[N:11][CH:12]=[CH:13][C:8]=3[C:5]3[CH:6]=[CH:7][C:2]([F:1])=[CH:3][C:4]=3[O:32][CH3:33])[CH3:31])[CH:17]=2)[CH2:36]1)=[O:40])([CH3:45])([CH3:43])[CH3:44] |f:2.3,4.5,6.7,^1:63|. The reagents and catalysts are [Ni](I)I (nickel(II) iodide). The solvent is CC(C)O (2-propanol), CCOC(=O)C (EtOAc). Reaction conditions: temperature 80 celsius. Yields the product C(C)(C)(C)OC(=O)N1CC(C1)C1=CC(=CC(=C1)C(F)(F)F)C(N(C)C=1C=NC=CC1C1=C(C=C(C=C1)F)OC)=O (3-(3-{[4-(4-Fluoro-2-methoxy-phenyl)-pyridin-3-yl]-methyl-carbamoyl}-5-trifluoromethyl-phenyl)-azetidine-1-carboxylic acid tert-butyl ester). Starting materials: IC1CN(C1)C(=O)OC(C)(C)C (tert-butyl 3-iodoazetidine-1-carboxylate), Cl.N[C@H]1[C@@H](CCCC1)O ((1R,2R)-2-aminocyclohexanol hydrochloride), C[Si](N[Si](C)(C)C)(C)C.[Na] (sodium hexamethyldisilazan), FC1=CC(=C(C=C1)C1=C(C=NC=C1)N(C(C1=CC(=CC(=C1)C(F)(F)F)C1COC1)=O)C)OC (N-[4-(4-Fluoro-2-methoxy-phenyl)-pyridin-3-yl]-N-methyl-3-oxetan-3-yl-5-trifluoromethyl-benzamide), [NH4+].[Cl-] (NH4Cl).